Dataset: the Open Reaction Database (ORD), a public repository of structured organic reaction records. Task: describe an organic reaction: reactants, conditions, products, and yield Starting materials: OCC1=CC2=C(N=C(S2)N2CCN(CC2)C([C@H](CC=2SC=CC2)NC(OC(C)(C)C)=O)=O)C=C1 ((S)-tert-butyl 1-(4-(6-(hydroxymethyl)benzo[d]thiazol-2-yl)piperazin-1-yl)-1-oxo-3-(thiophen-2-yl)propan-2-ylcarbamate), Cl (HCl). The solvent is O1CCOCC1 (1,4-dioxane). Run at time 8 hour. Yields the product N[C@H](C(=O)N1CCN(CC1)C=1SC2=C(N1)C=CC(=C2)CO)CC=2SC=CC2 ((S)-2-amino-1-(4-(6-(hydroxymethyl)benzo[d]thiazol-2-yl)piperazin-1-yl)-3-(thiophen-2-yl)propan-1-one). Reaction SMILES: [OH:1][CH2:2][C:3]1[CH:34]=[CH:33][C:6]2[N:7]=[C:8]([N:10]3[CH2:15][CH2:14][N:13]([C:16](=[O:32])[C@@H:17]([NH:24]C(=O)OC(C)(C)C)[CH2:18][C:19]4[S:20][CH:21]=[CH:22][CH:23]=4)[CH2:12][CH2:11]3)[S:9][C:5]=2[CH:4]=1.Cl>O1CCOCC1>[NH2:24][C@@H:17]([CH2:18][C:19]1[S:20][CH:21]=[CH:22][CH:23]=1)[C:16]([N:13]1[CH2:12][CH2:11][N:10]([C:8]2[S:9][C:5]3[CH:4]=[C:3]([CH2:2][OH:1])[CH:34]=[CH:33][C:6]=3[N:7]=2)[CH2:15][CH2:14]1)=[O:32]. Reported procedure: The (S)-tert-butyl 1-(4-(6-(hydroxymethyl)benzo[d]thiazol-2-yl)piperazin-1-yl)-1-oxo-3-(thiophen-2-yl)propan-2-ylcarbamate (83 mg) was dissolved in dry 1,4-dioxane (3 mL) and HCl (4N in 1,4-dioxane, 1 mL) was added. The resulting solution was stirred overnight at room temperature, then concentrated to a white solid. The solid was chromatographed (94.5:5:0.5 dichloromethane:methanol:ammonium hydroxide) to yield the title compound as a colorless oil, which was added to HCl/ether to yield (S)-2-ami... Reactants: C(C=C)C1=C(C=CC(=C1O)C#N)NC(C(C)(C)C)=O (N-(2-Allyl-4-cyano-3-hydroxyphenyl)-2,2-dimethylpropionamide), CN(C)C=O (DMF), [Li+].[Cl-] (LiCl), ice water, aqueous solution. Reagents/catalysts: CC(=O)[O-].CC(=O)[O-].[Cu+2] (Cu(OAc)2), Cl[Pd]Cl (PdCl2). Run in O (water). Run at temperature 100 celsius. Yields the product C(#N)C1=CC=C(C=2C=C(OC21)C)NC(C(C)(C)C)=O (N-(7-Cyano-2-methyl-benzofuran-4-yl)-2,2-dimethylpropionamide). Yield: 60.3%. RXN SMILES: [CH2:1]([C:4]1[C:9]([OH:10])=[C:8]([C:11]#[N:12])[CH:7]=[CH:6][C:5]=1[NH:13][C:14](=[O:19])[C:15]([CH3:18])([CH3:17])[CH3:16])[CH:2]=[CH2:3].CN(C=O)C.[Li+].[Cl-]>CC([O-])=O.CC([O-])=O.[Cu+2].Cl[Pd]Cl.O>[C:11]([C:8]1[C:9]2[O:10][C:2]([CH3:3])=[CH:1][C:4]=2[C:5]([NH:13][C:14](=[O:19])[C:15]([CH3:18])([CH3:17])[CH3:16])=[CH:6][CH:7]=1)#[N:12] |f:2.3,4.5.6|. Reported procedure: To a solution of compound 10D (0.5 g, 1.94 mmol) in a mixed solvent of DMF (2.5 mL) and water (1.9 mL) was added Cu(OAc)2 (1.057 g, 5.82 mmol), followed by a 10 M aqueous solution of LiCl (0.58 mL, 5.8 mmol) and PdCl2 (34.3 mg, 0.194 mmol). The resulting suspension was heated to 100° C. for 1 h. After cooling to rt, the reaction mixture was poured into ice/water, and extracted with EtOAc (3×). The combined EtOAc extracts were washed with brine, dried (Na2SO4), and concentrated under reduced pres... Reactants: [I-].COC=1C=C2CCC=C(C2=CC1)C(C[N+](C)(C)C)=C (2-(6-methoxy-3,4-dihydro-1-naphthyl)-2-propen-1-yl trimethylammonium iodide), CO (methanol). Reagents/catalysts: [Ag]=O (silver oxide). Run in O (water). Reaction conditions: time 2 hour. Yields the product COC=1C=C2CCC=C(C2=CC1)C(=C)CC1(C(CCC1=O)=O)C (2-(6-methoxy-3,4-dihydro-1-naphthyl)-3-(2-methylcyclopentane-1,3-dione-2-yl)propene). RXN SMILES: [I-].[CH3:2][O:3][C:4]1[CH:5]=[C:6]2[C:11](=[CH:12][CH:13]=1)[C:10]([C:14](=[CH2:20])[CH2:15][N+](C)(C)C)=[CH:9][CH2:8][CH2:7]2.[CH3:21][OH:22]>[Ag]=O.O>[CH3:2][O:3][C:4]1[CH:5]=[C:6]2[C:11](=[CH:12][CH:13]=1)[C:10]([C:14]([CH2:15][C:13]1([CH3:12])[C:21](=[O:22])[CH2:6][CH2:5][C:4]1=[O:3])=[CH2:20])=[CH:9][CH2:8][CH2:7]2 |f:0.1|. Reported procedure: To a solution containing 13.3 parts of 2-(6-methoxy-3,4-dihydro-1-naphthyl)-2-propen-1-yl trimethylammonium iodide in 200 parts by volume of methanol and 1 part by volume of water is added 4.1 parts of silver oxide and the resulting reaction mixture is stirred for approximately 2 hours. At the end of that time the mixture is filtered into a container holding 4 parts of 2-methylcyclopentane-1,3-dione. The resulting solution is concentrated to a small volume and 500 parts by volume of xylene, 5 pa...